This data is from the Open Reaction Database (ORD), a public repository of structured organic reaction records. The task is: describe an organic reaction: reactants, conditions, products, and yield Starting materials: C(CS(=O)(=O)[O-])S.[Na+] (MESNA), C1[C@@H](N/C(=C/2\N=C3C=CC(=O)C=C3S2)/S1)C(=O)O (luciferin), P(O)(=O)(OP(=O)(O)O)OC[C@@H]1[C@H]([C@H]([C@@H](O1)N1C=NC=2C(N)=NC=NC12)O)O (ADP), C(CN(CC(=O)O)CC(=O)O)N(CC(=O)O)CC(=O)O (EDTA). The solvent is C(C(CO)(CO)N)O (Tris). Reaction conditions: time 20 minute. The product is C1=NC2=C(C(=N1)N)N=CN2[C@H]3[C@@H]([C@@H]([C@H](O3)COP(=O)(O)O)O)O (Adenylate). RXN SMILES: C(S)CS([O-])(=O)=O.[Na+].[P:9]([O:17][CH2:18][C@H:19]1[O:23][C@@H:22]([N:24]2[C:33]3[N:32]=[CH:31][N:30]=[C:28]([NH2:29])[C:27]=3[N:26]=[CH:25]2)[C@H:21]([OH:34])[C@@H:20]1[OH:35])([O:12]P(O)(O)=O)(=[O:11])[OH:10].C(N(CC(O)=O)CC(O)=O)CN(CC(O)=O)CC(O)=O.C1S/C(=C2/N=C3C(S/2)=CC(=O)C=C3)/N[C@H]1C(O)=O>C(O)C(N)(CO)CO>[CH:31]1[N:30]=[C:28]([NH2:29])[C:27]2[N:26]=[CH:25][N:24]([C@@H:22]3[O:23][C@H:19]([CH2:18][O:17][P:9]([OH:12])([OH:11])=[O:10])[C@@H:20]([OH:35])[C@H:21]3[OH:34])[C:33]=2[N:32]=1 |f:0.1|. Procedure details: Standard curves for the AK enzyme was prepared as follows. Serial dilutions of purified Sulfolobus acidocaldarius AK from 10 microgrammes/ml to 1 fg/ml were prepared in 50 mM Tris, 25 mM MESNA, pH 7.3. 100 microlitres of enzyme was added to each well of a microtitre plate and 100 microlitres of 135 micromolar ADP 15 mM MgAc, 1 mM EDTA added to each well. Three separate standard curves were prepared for incubation of the assay plate at 30 degrees C., 50 degrees C. and 70 degrees C. for 20 minutes...